This data is from the Open Reaction Database (ORD), a public repository of structured organic reaction records. The task is: describe an organic reaction: reactants, conditions, products, and yield Starting materials: C[O-].[Na+] (sodium methoxide), CO (methanol), CC(=CN)C (dimethylvinylamine), C(C)OC(=O)C=1C(=NNC1)C=O (3-Formyl-pyrazole-4-carboxylic acid ethyl ester), CO (methanol), pyruvic aldehyde dimethylacetal. Run at time 2 hour. Yields the product COC(C(C=C)=O)OC (1,1-dimethoxy-but-3-en-2-one). As a reaction SMILES: C[C:2]([CH3:5])=CN.[CH2:6]([O:8][C:9](C1C(C=O)=NNC=1)=O)C.[CH3:18][O-:19].[Na+].[CH3:21][OH:22]>>[CH3:18][O:19][CH:6]([O:8][CH3:9])[C:21](=[O:22])[CH:2]=[CH2:5] |f:2.3|. Reported procedure: The dimethylvinylamine from (i) was added to dry methanol (260 mL) and the mixture was then treated with pyruvic aldehyde dimethylacetal (51 mL), followed by a solution of sodium methoxide in methanol (30%, 81 mL), then stirred for 2 hours at ambient temperature, then heated at reflux temperature for another hour, then cooled and then filtered. The filtrate was evaporated to give 1,1-dimethoxy-but-3-en-2-one as a brown oil (96.8 g). Starting materials: BrC=1C=CC(=C(C1)B(O)O)C(=O)N(C(C)C)C(C)C ({5-bromo-2-[(diisopropylamino)carbonyl]phenyl}boronic acid), C(CCC)OC1=NC(=CC(=C1I)N)C (2-butoxy-3-iodo-6-methylpyridin-4-amine), C(=O)([O-])[O-].[Cs+].[Cs+] (Cs2CO3). The reagents and catalysts are C1=CC=C(C=C1)P([C-]2C=CC=C2)C3=CC=CC=C3.C1=CC=C(C=C1)P([C-]2C=CC=C2)C3=CC=CC=C3.Cl[Pd]Cl.[Fe+2] (Pd(dppf)Cl2). Run in O (water), O1CCOCC1 (dioxane). Yields the product NC1=C(C(=NC(=C1)C)OCCCC)C1=C(C(=O)N(C(C)C)C(C)C)C=CC(=C1)Br (2-(4-amino-2-butoxy-6-methylpyridin-3-yl)-4-bromo-N,N-diisopropylbenzamide). RXN SMILES: [Br:1][C:2]1[CH:3]=[CH:4][C:5]([C:11]([N:13]([CH:17]([CH3:19])[CH3:18])[CH:14]([CH3:16])[CH3:15])=[O:12])=[C:6](B(O)O)[CH:7]=1.[CH2:20]([O:24][C:25]1[C:30](I)=[C:29]([NH2:32])[CH:28]=[C:27]([CH3:33])[N:26]=1)[CH2:21][CH2:22][CH3:23].C([O-])([O-])=O.[Cs+].[Cs+]>O1CCOCC1.O.C1C=CC(P(C2C=CC=CC=2)[C-]2C=CC=C2)=CC=1.C1C=CC(P(C2C=CC=CC=2)[C-]2C=CC=C2)=CC=1.Cl[Pd]Cl.[Fe+2]>[NH2:32][C:29]1[CH:28]=[C:27]([CH3:33])[N:26]=[C:25]([O:24][CH2:20][CH2:21][CH2:22][CH3:23])[C:30]=1[C:6]1[CH:7]=[C:2]([Br:1])[CH:3]=[CH:4][C:5]=1[C:11]([N:13]([CH:17]([CH3:19])[CH3:18])[CH:14]([CH3:16])[CH3:15])=[O:12] |f:2.3.4,7.8.9.10|. Procedure: To a stirred solution of {5-bromo-2-[(diisopropylamino)carbonyl]phenyl}boronic acid (0.26 g, 0.8 mmol) in dioxane (10 mL) was added 2-butoxy-3-iodo-6-methylpyridin-4-amine (0.24 g, 0.8 mmol), Cs2CO3 (0.78 g, 2.4 mmol) and Pd(dppf)Cl2 (40 mg) under a nitrogen atmosphere. The reaction mixture was stirred under reflux for 3 h, and then diluted with water (10 mL). The resulting mixture was extracted with ethyl acetate (20 mL×3). The combined extracts were washed with brine (10 mL), dried over Na2SO4... Starting materials: C1CCOC1, CCN=C=NCCCN(C)C, CCCCCC, CCN(C(C)C)C(C)C, Cl, Cc1c(Cl)c(OCC(=O)O)nc2sc(C(=O)NC3CC3)c(N)c12, NCCN1CCOCC1, CN(C)C=O, O, On1nnc2ccccc21. Yields the product Cc1c(Cl)c(OCC(=O)NCCN2CCOCC2)nc2sc(C(=O)NC3CC3)c(N)c12. As a reaction SMILES: [CH2:76]1[O:77][CH2:78][CH2:79][CH2:80]1.[CH3:45][N:46]([CH3:47])[CH2:48][CH2:49][CH2:50][N:51]=[C:52]=[N:53][CH2:54][CH3:55].[CH3:65][CH2:66][CH2:67][CH2:68][CH2:69][CH3:70].[CH:35]([N:36]([CH2:37][CH3:38])[CH:39]([CH3:40])[CH3:41])([CH3:42])[CH3:43].[ClH:44].[NH2:1][c:2]1[c:3]([C:18]([NH:19][CH:20]2[CH2:21][CH2:22]2)=[O:23])[s:4][c:5]2[n:6][c:7]([O:13][CH2:14][C:15](=[O:16])[OH:17])[c:8]([Cl:12])[c:9]([CH3:11])[c:10]12.[NH2:56][CH2:57][CH2:58][N:59]1[CH2:60][CH2:61][O:62][CH2:63][CH2:64]1.[O:71]=[CH:72][N:73]([CH3:74])[CH3:75].[OH2:24].[OH:25][n:26]1[c:27]2[cH:28][cH:29][cH:30][cH:31][c:32]2[n:33][n:34]1>>[NH2:1][c:2]1[c:3]([C:18]([NH:19][CH:20]2[CH2:21][CH2:22]2)=[O:23])[s:4][c:5]2[n:6][c:7]([O:13][CH2:14][C:15](=[O:16])[NH:56][CH2:57][CH2:58][N:59]3[CH2:60][CH2:61][O:62][CH2:63][CH2:64]3)[c:8]([Cl:12])[c:9]([CH3:11])[c:10]12. Starting materials: Cl(=O)(=O)(=O)[O-].C1=[NH+]C=CC2=CC=CC=C12 (Isoquinolinium perchlorate), C(C)(C)=C1C(CCC1)=O (2-isopropylidene cyclopentanone). Solvent: CN(C=O)C (dimethylformamide), CO (methanol). Product: Cl(=O)(=O)(=O)[O-].CC=1C=2C(=[N+]3CC=C4C(=C3C1)C=CC=C4)C=CC2 (12-Methylbenzo[a]cyclopenta[f]quinolizinium perchlorate). Reaction SMILES: [Cl:1]([O-:5])(=[O:4])(=[O:3])=[O:2].[CH:6]1[C:15]2[C:10](=[CH:11][CH:12]=[CH:13][CH:14]=2)[CH:9]=[CH:8][NH+:7]=1.[C:16](=[C:19]1[CH2:23][CH2:22][CH2:21][C:20]1=O)([CH3:18])[CH3:17]>CN(C)C=O.CO>[Cl:1]([O-:5])(=[O:4])(=[O:3])=[O:2].[CH3:18][C:16]1[C:19]2[C:23]([CH:22]=[CH:21][CH:20]=2)=[N+:7]2[C:6]([CH:17]=1)=[C:15]1[CH:14]=[CH:13][CH:12]=[CH:11][C:10]1=[CH:9][CH2:8]2 |f:0.1,5.6|. Procedure: Isoquinolinium perchlorate (2.3 g) and 2-isopropylidene cyclopentanone (1.5 g) in dimethylformamide (5 ml) were refluxed for 18 hours. The reaction mixture was cooled, diluted with methanol and filtered. Purification was effected by recrystallization from acetonitrile (norite). Yield 1.5 g, m.p. > 300°, The reactants are O=C1CCN(CC1)C1=C(C=C(C=C1)N1C(O[C@H](C1)CNC(C)=O)=O)F ((S)—N-{3-[4-(4-oxopiperidin-1-yl)-3-fluorophenyl]-2-oxo-oxazolidin-5-ylmethyl}-acetamide), [C-]#N.[K+] (potassium cyanide). The solvent is CN(C=O)C (dimethylformamide). Product: C(#N)C1(CCN(CC1)C1=C(C=C(C=C1)N1C(O[C@H](C1)CNC(C)=O)=O)F)O ((S)—N-{3-[4-(4-Cyano-4-hydroxy piperidin-1-yl)-3-fluorophenyl]-2-oxo-oxazolidin-5-ylmethyl}-acetamide). Isolated yield 42.0%. Reaction SMILES: [O:1]=[C:2]1[CH2:7][CH2:6][N:5]([C:8]2[CH:13]=[CH:12][C:11]([N:14]3[CH2:18][C@H:17]([CH2:19][NH:20][C:21](=[O:23])[CH3:22])[O:16][C:15]3=[O:24])=[CH:10][C:9]=2[F:25])[CH2:4][CH2:3]1.[C-:26]#[N:27].[K+]>CN(C)C=O>[C:26]([C:2]1([OH:1])[CH2:3][CH2:4][N:5]([C:8]2[CH:13]=[CH:12][C:11]([N:14]3[CH2:18][C@H:17]([CH2:19][NH:20][C:21](=[O:23])[CH3:22])[O:16][C:15]3=[O:24])=[CH:10][C:9]=2[F:25])[CH2:6][CH2:7]1)#[N:27] |f:1.2|. Procedure details: The title compound was prepared by reacting (S)—N-{3-[4-(4-oxopiperidin-1-yl)-3-fluorophenyl]-2-oxo-oxazolidin-5-ylmethyl}-acetamide (12.0 mmol) and potassium cyanide (18.0 mmol) in dimethylformamide (25 ml) at a temperature 25° C. for four hours and by purifying the compound by silica gel column chromatography in 42% yield. Yields the product O=C1NC(=O)c2ccccc21. The reactants are CC(C)(C)SN1C(=O)c2ccccc2C1=O, Sc1nc2ccccc2s1, c1ccccc1. Reaction SMILES: [C:1]([S:2][N:6]1[C:7](=[O:16])[c:8]2[c:9]([cH:12][cH:13][cH:14][cH:15]2)[C:10]1=[O:11])([CH3:3])([CH3:4])[CH3:5].[SH:17][c:18]1[s:19][c:20]2[cH:21][cH:22][cH:23][cH:24][c:25]2[n:26]1.[cH:27]1[cH:28][cH:29][cH:30][cH:31][cH:32]1>>[NH:6]1[C:7](=[O:16])[c:8]2[c:9]([cH:12][cH:13][cH:14][cH:15]2)[C:10]1=[O:11]. Reactants: CC(=O)N1CCCC(O)C1, COc1ccc(Nc2nc(Cl)nc(NC3CCCCCC3)n2)cc1Cl, [Na+], [OH-], c1ccccc1. Product: COc1ccc(Nc2nc(NC3CCCCCC3)nc(OC3CCCN(C(C)=O)C3)n2)cc1Cl. As a reaction SMILES: [C:1]([CH3:2])(=[O:3])[N:4]1[CH2:5][CH:6]([OH:10])[CH2:7][CH2:8][CH2:9]1.[Cl:13][c:14]1[n:15][c:16]([NH:30][CH:31]2[CH2:32][CH2:33][CH2:34][CH2:35][CH2:36][CH2:37]2)[n:17][c:18]([NH:20][c:21]2[cH:22][c:23]([Cl:29])[c:24]([O:27][CH3:28])[cH:25][cH:26]2)[n:19]1.[Na+:12].[OH-:11].[cH:38]1[cH:39][cH:40][cH:41][cH:42][cH:43]1>>[C:1]([CH3:2])(=[O:3])[N:4]1[CH2:5][CH:6]([O:10][c:14]2[n:15][c:16]([NH:30][CH:31]3[CH2:32][CH2:33][CH2:34][CH2:35][CH2:36][CH2:37]3)[n:17][c:18]([NH:20][c:21]3[cH:22][c:23]([Cl:29])[c:24]([O:27][CH3:28])[cH:25][cH:26]3)[n:19]2)[CH2:7][CH2:8][CH2:9]1. The reactants are Cl.IC1=CC=C(OCCN)C=C1 ([2-(4-iodophenoxy)ethyl]amine hydrochloride), C([O-])(O)=O.[Na+] (sodium bicarbonate). Solvent: C(Cl)(Cl)Cl (chloroform). Run at temperature 50 celsius, time 15 minute. Yields the product IC1=CC=C(OCCN)C=C1 ([2-(4-iodophenoxy)ethyl]amine). Isolated yield 99.7%. As a reaction SMILES: Cl.[I:2][C:3]1[CH:12]=[CH:11][C:6]([O:7][CH2:8][CH2:9][NH2:10])=[CH:5][CH:4]=1.C(=O)(O)[O-].[Na+]>C(Cl)(Cl)Cl>[I:2][C:3]1[CH:12]=[CH:11][C:6]([O:7][CH2:8][CH2:9][NH2:10])=[CH:5][CH:4]=1 |f:0.1,2.3|. Reported procedure: To a suspension of [2-(4-iodophenoxy)ethyl]amine hydrochloride (7.0 g) in chloroform (70 ml) was added saturated sodium bicarbonate solution (70 ml) and the mixture was warmed to 50° C. and stirred for 15 minutes. The organic layer was separated and dried over magnesium sulfate. Filtration followed by evaporation gave [2-(4-iodophenoxy)ethyl]amine (6.13 g) as a white solid. The compound was used in the next step without further purification.